This data is from the Open Reaction Database (ORD), a public repository of structured organic reaction records. The task is: describe an organic reaction: reactants, conditions, products, and yield Reactants: CCOC(=O)C(C)Oc1ccccc1CBr, CN(C)C=O, [H-], [Na+], c1c[nH]cn1. The product is CCOC(=O)C(C)Oc1ccccc1Cc1ncc[nH]1. RXN SMILES: [Br:8][CH2:9][c:10]1[c:11]([O:12][CH:13]([C:14](=[O:15])[O:16][CH2:17][CH3:18])[CH3:19])[cH:20][cH:21][cH:22][cH:23]1.[CH3:24][N:25]([CH3:26])[CH:27]=[O:28].[H-:1].[Na+:2].[nH:3]1[cH:4][n:5][cH:6][cH:7]1>>[nH:3]1[c:4]([CH2:9][c:10]2[c:11]([O:12][CH:13]([C:14](=[O:15])[O:16][CH2:17][CH3:18])[CH3:19])[cH:20][cH:21][cH:22][cH:23]2)[n:5][cH:6][cH:7]1. Starting materials: NCCC(=O)NCC(=O)O (β-alanyl-glycine), ClC=1C(=NC(=C(C1OC1=CC(=C(C=C1)OC)C(C)C)Cl)NCC(=O)OC)F (3,5-Dichloro-2-fluoro-4-(3-isopropyl-4-methoxyphenoxy)-6-methoxycarbonylmethylaminopyridine). The product is ClC=1C(=NC(=C(C1OC1=CC(=C(C=C1)O)C(C)C)Cl)NCCC(=O)NCC(=O)O)F (3,5-Dichloro-2-fluoro-4-(3-isopropyl-4-hydroxyphenoxy)-6-(3-hydroxycarbonylmethylamino-3-oxopropylanino)pyridine). RXN SMILES: [NH2:1][CH2:2][CH2:3][C:4]([NH:6][CH2:7][C:8]([OH:10])=[O:9])=[O:5].[Cl:11][C:12]1[C:13]([F:37])=[N:14][C:15](NCC(OC)=O)=[C:16]([Cl:30])[C:17]=1[O:18][C:19]1[CH:24]=[CH:23][C:22]([O:25]C)=[C:21]([CH:27]([CH3:29])[CH3:28])[CH:20]=1>>[Cl:11][C:12]1[C:13]([F:37])=[N:14][C:15]([NH:1][CH2:2][CH2:3][C:4]([NH:6][CH2:7][C:8]([OH:10])=[O:9])=[O:5])=[C:16]([Cl:30])[C:17]=1[O:18][C:19]1[CH:24]=[CH:23][C:22]([OH:25])=[C:21]([CH:27]([CH3:29])[CH3:28])[CH:20]=1. Procedure details: By use of β-alanyl-glycine in place of glycine methyl ester for the preparation of Compound 1e followed by deprotection as described for example 2. Reaction conditions: temperature 60 celsius, time 2 hour. Procedure: A mixture of methyl 1-(2-methoxyethyl)-1H-indole-5-carboxylate (132 mg, 0.57 mmol, Step-1), 2M aqueous sodium hydroxide solution (2 mL), and methanol (2 mL) was stirred at 60° C. for 2 hours. The mixture was acidified with 2M aqueous hydrochloric acid solution, and the organic solvent was concentrated under reduced pressure. The precipitate was collected by filtration and dried to give 118 mg (95%) of the title compound as a white solid. Reaction SMILES: [CH3:1][O:2][CH2:3][CH2:4][N:5]1[C:13]2[C:8](=[CH:9][C:10]([C:14]([O:16]C)=[O:15])=[CH:11][CH:12]=2)[CH:7]=[CH:6]1.[OH-].[Na+].Cl>CO>[CH3:1][O:2][CH2:3][CH2:4][N:5]1[C:13]2[C:8](=[CH:9][C:10]([C:14]([OH:16])=[O:15])=[CH:11][CH:12]=2)[CH:7]=[CH:6]1 |f:1.2|. Solvent: CO (methanol). Yield: 94.4%. Yields the product COCCN1C=CC2=CC(=CC=C12)C(=O)O (1-(2-Methoxyethyl)-1H-indole-5-carboxylic acid). The reactants are COCCN1C=CC2=CC(=CC=C12)C(=O)OC (methyl 1-(2-methoxyethyl)-1H-indole-5-carboxylate), [OH-].[Na+] (sodium hydroxide), Cl (hydrochloric acid). Starting materials: C12C=CC(CC1)C2 (norbornylene), C12C(CC(C=C1)C2)CO (bicyclo[2.2.1]hept-5-ene-2-methanol), C1(\C=C/C(=O)O1)=O (maleic anhydride), CC(C)(C#N)N=NC(C)(C)C#N (AIBN). Yields the product C12C(CC(C=C1)C2)CO.C12C=CC(CC1)C2.C1(\C=C/C(=O)O1)=O (bicyclo[2.2.1]hept-5-ene-2-methanol norbornene maleic anhydride). Solvent: O1CCCC1 (tetrahydrofuran). Procedure details: To 70 ml of tetrahydrofuran was added 0.05 M of norbornylene, 0.15 M of bicyclo[2.2.1]hept-5-ene-2-methanol, 0.2 M of maleic anhydride and 0.4 g of AIBN. The resulting solution was reacted at 67° C. for 8 hours. Thereafter, a polymer was precipitated and filtered in petroleum ether/ether (1/1) solution, to obtain the title polymer (yield: 57%). Yield: 57.0%. As a reaction SMILES: [CH:1]12[CH2:7][CH:4]([CH2:5][CH2:6]1)[CH:3]=[CH:2]2.[CH:8]12[CH2:14][CH:11]([CH:12]=[CH:13]1)[CH2:10][CH:9]2[CH2:15][OH:16].[C:17]1(=[O:23])[O:22][C:20](=[O:21])[CH:19]=[CH:18]1.CC(N=NC(C#N)(C)C)(C#N)C>O1CCCC1>[CH:8]12[CH2:14][CH:11]([CH:12]=[CH:13]1)[CH2:10][CH:9]2[CH2:15][OH:16].[CH:1]12[CH2:7][CH:4]([CH2:5][CH2:6]1)[CH:3]=[CH:2]2.[C:20]1(=[O:21])[O:22][C:17](=[O:23])[CH:18]=[CH:19]1 |f:5.6.7|. The reactants are COCCOc1cccc(CO)c1OC, C1CCOC1, O, O=S(Cl)Cl, c1ccncc1. Product: COCCOc1cccc(CCl)c1OC. Reaction SMILES: [CH3:1][O:2][c:3]1[c:4]([CH2:14][OH:15])[cH:5][cH:6][cH:7][c:8]1[O:9][CH2:10][CH2:11][O:12][CH3:13].[O:27]1[CH2:28][CH2:29][CH2:30][CH2:31]1.[OH2:26].[S:22]([Cl:23])([Cl:24])=[O:25].[cH:16]1[cH:17][cH:18][n:19][cH:20][cH:21]1>>[CH3:1][O:2][c:3]1[c:4]([CH2:14][Cl:24])[cH:5][cH:6][cH:7][c:8]1[O:9][CH2:10][CH2:11][O:12][CH3:13]. The reactants are C1CCC(CC1)N=C=NC2CCCCC2 (DCC), O=C(CCC(=O)O)N1C(CCC1)=O (4-oxo-4-(2-oxo-1-pyrrolidinyl)butyric acid), N1[C@H](CO)CCC1 (L-prolinol), C=1C=CC2=C(C1)N=NN2O (HOBt). Run in CN(C)C=O (DMF). Run at time 3 hour. Yields the product O=C(CCC(=O)N1[C@H](CO)CCC1)N1C(CCC1)=O ((4-oxo-4-(2-oxo-1-pyrrolidinyl)butanoyl]-L-prolinol). As a reaction SMILES: [O:1]=[C:2]([N:8]1[CH2:12][CH2:11][CH2:10][C:9]1=[O:13])[CH2:3][CH2:4][C:5]([OH:7])=O.[NH:14]1[CH2:20][CH2:19][CH2:18][C@H:15]1[CH2:16][OH:17].C1C=CC2N(O)N=NC=2C=1.C1CCC(N=C=NC2CCCCC2)CC1>CN(C=O)C>[O:1]=[C:2]([N:8]1[CH2:12][CH2:11][CH2:10][C:9]1=[O:13])[CH2:3][CH2:4][C:5]([N:14]1[CH2:20][CH2:19][CH2:18][C@H:15]1[CH2:16][OH:17])=[O:7]. Procedure: A solution of 4-oxo-4-(2-oxo-1-pyrrolidinyl)butyric acid (5.02 g), L-prolinol (2.74 g) and HOBt (3.72 g) in DMF (50 ml) was cooled to -25° C. and DCC (5.64 g) was added thereto. After 3 hours' stirring at a temperature of -25°-0° C., the mixture was stirred at room temperature for 15 hours. The precipitated dicyclohexylurea was filtered off, and the filtrate was concentrated. The residue was dissolved in chloroform and washed with 1N hydrochloric acid, a saturated aqueous solution of sodium bica... The reactants are Cl (HCl), C(C)N(CC)S(F)(F)F (diethylaminosulfur trifluoride), O[C@H]([C@H](CNC)C1=CC2=CC=CC=C2C=C1)C1=CC=CC=C1 ((2S,3R)-3-hydroxy-N-methyl-2-(naphthalen-2-yl)-3-phenylpropan-1-amine), O (Water), hydrochloride salt. The solvent is C(Cl)Cl (DCM). Conditions: time 1 hour. Yields the product F[C@@H]([C@H](CNC)C1=CC2=CC=CC=C2C=C1)C1=CC=CC=C1 ((2S,3S)-3-fluoro-N-methyl-2-(naphthalen-2-yl)-3-phenylpropan-1-amine). As a reaction SMILES: O[C@@H:2]([C:17]1[CH:22]=[CH:21][CH:20]=[CH:19][CH:18]=1)[C@@H:3]([C:7]1[CH:16]=[CH:15][C:14]2[C:9](=[CH:10][CH:11]=[CH:12][CH:13]=2)[CH:8]=1)[CH2:4][NH:5][CH3:6].Cl.C(N(S(F)(F)[F:30])CC)C.O>C(Cl)Cl>[F:30][C@H:2]([C:17]1[CH:22]=[CH:21][CH:20]=[CH:19][CH:18]=1)[C@@H:3]([C:7]1[CH:16]=[CH:15][C:14]2[C:9](=[CH:10][CH:11]=[CH:12][CH:13]=2)[CH:8]=1)[CH2:4][NH:5][CH3:6]. Procedure: To a suspension of the (2S,3R)-3-hydroxy-N-methyl-2-(naphthalen-2-yl)-3-phenylpropan-1-amine.HCl (48.6 mg, 0.167 mmol) in 2 mL of DCM was added neat diethylaminosulfur trifluoride (0.073 mL, 0.67 mmol). The reaction mixture was stirred for 1 h at room temperature. Water (10 mL) was added very cautiously (exothermic reaction), and the aqueous reaction mixture was filtered through 0.45μ Teflon filters. The pure product was isolated by reverse phase HPLC (Vydac 2.2×25 cm, C-8, elution with a gradie... Reactants: N(=[N+]=[N-])CC(CSCCCCCCCCCCCCCCCC)CC(C)OC(C1=CC=CC=C1)=O (1-azido-2-(2-benzoyloxypropan-1-yl)-3-n-hexadecylthiopropane), C(C1=CC=CC=C1)(=O)OC(CC(CN)COC(NCCCCCCCCCCCCCCCCCC)=O)C (2-(2-benzoyloxypropan-1-yl)-3-octadecylcarbamoyloxypropylamine). Reagents/catalysts: [Pd] (palladium on charcoal). Run in CO (methanol). The product is C(C1=CC=CC=C1)(=O)OC(CC(CN)CSCCCCCCCCCCCCCCCC)C (2-(2-benzoyloxypropan-1-yl)-3-hexadecylthiopropylamine). Reaction SMILES: [N:1]([CH2:4][CH:5]([CH2:24][CH:25]([O:27][C:28](=[O:35])[C:29]1[CH:34]=[CH:33][CH:32]=[CH:31][CH:30]=1)[CH3:26])[CH2:6][S:7][CH2:8][CH2:9][CH2:10][CH2:11][CH2:12][CH2:13][CH2:14][CH2:15][CH2:16][CH2:17][CH2:18][CH2:19][CH2:20][CH2:21][CH2:22][CH3:23])=[N+]=[N-].C(OC(C)CC(COC(=O)NCCCCCCCCCCCCCCCCCC)CN)(=O)C1C=CC=CC=1>[Pd].CO>[C:28]([O:27][CH:25]([CH3:26])[CH2:24][CH:5]([CH2:6][S:7][CH2:8][CH2:9][CH2:10][CH2:11][CH2:12][CH2:13][CH2:14][CH2:15][CH2:16][CH2:17][CH2:18][CH2:19][CH2:20][CH2:21][CH2:22][CH3:23])[CH2:4][NH2:1])(=[O:35])[C:29]1[CH:34]=[CH:33][CH:32]=[CH:31][CH:30]=1. Reported procedure: A mixture of 1.291 g (2.56 mM) of 1-azido-2-(2-benzoyloxypropan-1-yl)-3-n-hexadecylthiopropane m12b, 130 mg of 10% palladium on charcoal in 130 ml of methanol is hydrogenated by the same procedure as described in (129) and crude product of the titled compound m13 is obtained. Starting materials: FC(/C=C/C(=O)O)(F)F ((E)-4,4,4-Trifluorobut-2-enoic acid), C(C(=O)Cl)(=O)Cl (oxalyl chloride), NCCNC1=NN(C(=N1)N(C)C)C (N3-(2-aminoethyl)-N5,N5,1-trimethyl-1,2,4-triazole-3,5-diamine), TEA, ClCCl (dichloromethane). The reagents and catalysts are ClCCl (dichloromethane). Solvent: CN(C)C=O (DMF), C(C)(=O)OCC (ethyl acetate). Conditions: time 5 minute. The product is CN(C1=NC(=NN1C)NCCNC(\C=C\C(F)(F)F)=O)C ((E)-N-[2-[(5-Dimethylamino-1-methyl-1,2,4-triazol-3-yl)amino]ethyl]-4,4,4-trifluoro-but-2-enamide). Yield: 26.0%. Reaction SMILES: [F:1][C:2]([F:9])([F:8])/[CH:3]=[CH:4]/[C:5](O)=[O:6].C(Cl)(=O)C(Cl)=O.[NH2:16][CH2:17][CH2:18][NH:19][C:20]1[N:24]=[C:23]([N:25]([CH3:27])[CH3:26])[N:22]([CH3:28])[N:21]=1.ClCCl>ClCCl.C(OCC)(=O)C.CN(C=O)C>[CH3:26][N:25]([CH3:27])[C:23]1[N:22]([CH3:28])[N:21]=[C:20]([NH:19][CH2:18][CH2:17][NH:16][C:5](=[O:6])/[CH:4]=[CH:3]/[C:2]([F:9])([F:8])[F:1])[N:24]=1. Procedure: (E)-4,4,4-Trifluorobut-2-enoic acid (14 mg, 0.1 mmol) was dissolved in dichloromethane (1 ml containing one drop of dimethyl formamide), oxalyl chloride was added (9 μl, 0.1 mmol) and the solution was stirred at room temperature for 5 minutes. This solution was added to a solution of N3-(2-aminoethyl)-N5,N5,1-trimethyl-1,2,4-triazole-3,5-diamine (18 mg, 0.1 mmol) and TEA (42 μl, 0.3 mmol) in a mixture of anhydrous dichloromethane (1 ml) and anhydrous DMF (1 ml) and the resulting mixture was stir...